This data is from the Open Reaction Database (ORD), a public repository of structured organic reaction records. The task is: describe an organic reaction: reactants, conditions, products, and yield Starting materials: Cl.CN(CCCN=C=NCC)C (1-(3-Dimethylaminopropyl)-3-ethylcarbodiimide hydrochloride), BrC=1C(=NC(=NC1)NC1=CC=C(C=C1)C(=O)O)NC1=CC=C(C=C1)F (5-bromo-2-(4-carboxyanilino)-4-(4-fluoroanilino)pyrimidine), NCCCN1C(CCC1)=O (N-(3-aminopropyl)-2-pyrrolidinone), ON1N=NC2=C1C=CC=C2 (1-hydroxybenzotriazole), [Cl-].[Na+] (sodium chloride). The solvent is CN(C)C=O (DMF), O (water). Conditions: time 16 hour. The product is BrC=1C(=NC(=NC1)NC1=CC=C(C=C1)C(NCCCN1C(CCC1)=O)=O)NC1=CC=C(C=C1)F (5-Bromo-4-(4-fluoroanilino)-2-(4-{N-[3-(2-oxopyrrolidin-1-yl)propyl]carbamoyl}anilino)pyrimidine). The yield is 74.3%. As a reaction SMILES: Cl.CN(C)CCCN=C=NCC.[Br:13][C:14]1[C:15]([NH:30][C:31]2[CH:36]=[CH:35][C:34]([F:37])=[CH:33][CH:32]=2)=[N:16][C:17]([NH:20][C:21]2[CH:26]=[CH:25][C:24]([C:27](O)=[O:28])=[CH:23][CH:22]=2)=[N:18][CH:19]=1.[NH2:38][CH2:39][CH2:40][CH2:41][N:42]1[CH2:46][CH2:45][CH2:44][C:43]1=[O:47].ON1C2C=CC=CC=2N=N1.[Cl-].[Na+]>CN(C=O)C.O>[Br:13][C:14]1[C:15]([NH:30][C:31]2[CH:32]=[CH:33][C:34]([F:37])=[CH:35][CH:36]=2)=[N:16][C:17]([NH:20][C:21]2[CH:22]=[CH:23][C:24]([C:27](=[O:28])[NH:38][CH2:39][CH2:40][CH2:41][N:42]3[CH2:46][CH2:45][CH2:44][C:43]3=[O:47])=[CH:25][CH:26]=2)=[N:18][CH:19]=1 |f:0.1,5.6|. Procedure: 1-(3-Dimethylaminopropyl)-3-ethylcarbodiimide hydrochloride (52 mg, 0.27 mmol) was added to a mixture of 5-bromo-2-(4-carboxyanilino)-4-(4-fluoroanilino)pyrimidine (Method 7; 100 mg, 0.25 mmol), N-(3-aminopropyl)-2-pyrrolidinone (38 mg, 0.27 mmol) and 1-hydroxybenzotriazole (44 mg, 0.32 mmol) in DMF (0.5 ml). The mixture was stirred for 16 hours and then a 1:1 mixture of saturated sodium chloride solution and water (10 ml) was added. The precipitated solid was collected by filtration and dried t... Reactants: [Br-].[Br-].[Br-].C1(=CC=CC=C1)[N+](C)(C)C.C1(=CC=CC=C1)[N+](C)(C)C.C1(=CC=CC=C1)[N+](C)(C)C (phenyltrimethylammonium tribromide), C(OC)(OC)OC (trimethyl orthoformate), CC1([C@@H]2CC[C@]1(C(=O)C2)CS(=O)(=O)O)C (DL-10-camphorsulfonic acid), FS(C=1C=C(C=C(C1)N1CCCC1)C(C)=O)(F)(F)(F)F (1-[3-(Pentafluorosulfanyl)-5-pyrrolidin-1-ylphenyl]ethanone). Solvent: CO (methanol), C1CCOC1 (THF). Reaction conditions: time 3 hour. The product is BrCC(=O)C1=CC(=CC(=C1)N1CCCC1)S(F)(F)(F)(F)F (2-Bromo-1-[3-(pentafluorosulfanyl)-5-pyrrolidin-1-ylphenyl]ethanone). The yield is 17.8%. As a reaction SMILES: [F:1][S:2]([F:20])([F:19])([F:18])([F:17])[C:3]1[CH:4]=[C:5]([C:14](=[O:16])[CH3:15])[CH:6]=[C:7]([N:9]2[CH2:13][CH2:12][CH2:11][CH2:10]2)[CH:8]=1.C(OC)(OC)OC.CC1(C)[C@]2(CS(O)(=O)=O)C(C[C@H]1CC2)=O.[Br-:43].[Br-].[Br-].C1([N+](C)(C)C)C=CC=CC=1.C1([N+](C)(C)C)C=CC=CC=1.C1([N+](C)(C)C)C=CC=CC=1>CO.C1COCC1>[Br:43][CH2:15][C:14]([C:5]1[CH:6]=[C:7]([N:9]2[CH2:10][CH2:11][CH2:12][CH2:13]2)[CH:8]=[C:3]([S:2]([F:1])([F:17])([F:18])([F:19])[F:20])[CH:4]=1)=[O:16] |f:3.4.5.6.7.8|. Procedure details: 1-[3-(Pentafluorosulfanyl)-5-pyrrolidin-1-ylphenyl]ethanone (78 mg) was dissolved in methanol (5 ml) and admixed while stirring with trimethyl orthoformate (80 mg) and DL-10-camphorsulfonic acid (57 mg). After stirring at RT for 3 h, THF (5 ml) was added, followed by phenyltrimethylammonium tribromide (83 mg). After stirring at RT for 3 h, the mixture was left to stand overnight. Then the mixture was heated to 50° C. for 3 h and subsequently dried. The residue was taken up in ACN, admixed with 2... The reactants are CCOC(=O)CC(c1ccc(F)cc1)c1ccc(F)cc1, CCCCCC, c1ccccc1. Yields the product O=C(O)CC(c1ccc(F)cc1)c1ccc(F)cc1. As a reaction SMILES: [CH2:1]([CH3:2])[O:3][C:4]([CH2:5][CH:6]([c:7]1[cH:8][cH:9][c:10]([F:13])[cH:11][cH:12]1)[c:14]1[cH:15][cH:16][c:17]([F:20])[cH:18][cH:19]1)=[O:21].[CH3:22][CH2:23][CH2:24][CH2:25][CH2:26][CH3:27].[cH:28]1[cH:29][cH:30][cH:31][cH:32][cH:33]1>>[O:3]=[C:4]([CH2:5][CH:6]([c:7]1[cH:8][cH:9][c:10]([F:13])[cH:11][cH:12]1)[c:14]1[cH:15][cH:16][c:17]([F:20])[cH:18][cH:19]1)[OH:21]. Product: COC1=C(C(=C(C(=C1C)C)OC)C)CC[C@@](CO)(O)C ((S)-4-(2,5-dimethoxy-3,4,6-trimethylphenyl)-2-methyl-1,2-butanediol). Solvent: C(C)O (ethanol). Starting materials: [BH4-].[Na+] (sodium borohydride), COC1=C(C(=C(C(=C1C)C)OC)C)CC[C@](C=O)(C)O ((S)-4-(2,5-dimethoxy-3,4,6-trimethylphenyl)-2-hydroxy-2-methylbutanal), O (Water). Reported procedure: 180 mg (0.643 mmole) of (S)-4-(2,5-dimethoxy-3,4,6-trimethylphenyl)-2-hydroxy-2-methylbutanal was dissolved in 5 ml of ethanol, and 30 mg (0.79 mmole) of sodium borohydride was added, followed by stirring at room temperature for 30 minutes. Water was added to the reaction solution which was then extracted with methylene chloride. The organic extract was washed with a saturated aqueous solution of sodium chloride dried over sodium sulfate and freed from the solvent under reduced pressure. The res... The yield is 85.9%. Run at time 30 minute. Reaction SMILES: [CH3:1][O:2][C:3]1[C:8]([CH3:9])=[C:7]([CH3:10])[C:6]([O:11][CH3:12])=[C:5]([CH3:13])[C:4]=1[CH2:14][CH2:15][C@@:16]([OH:20])([CH3:19])[CH:17]=[O:18].[BH4-].[Na+].O>C(O)C>[CH3:1][O:2][C:3]1[C:8]([CH3:9])=[C:7]([CH3:10])[C:6]([O:11][CH3:12])=[C:5]([CH3:13])[C:4]=1[CH2:14][CH2:15][C@:16]([CH3:19])([OH:20])[CH2:17][OH:18] |f:1.2|. The reactants are ClC1=C(C(=CC=C1)Cl)CC(=O)NC[C@@H]1[C@H](C[C@@H](O1)N1C(=O)NC(=O)C(=C1)CC)O (5'-[2-(2,6-dichlorophenyl)acetamido]-2',5'-dideoxy-5-ethyluridine), C(CCC)(=O)Cl (butyryl chloride). Reagents/catalysts: CN(C1=CC=NC=C1)C (4-dimethylaminopyridine). The solvent is N1=CC=CC=C1 (pyridine). Conditions: time 8 hour. The product is C(CCC)(=O)O[C@H]1C[C@@H](O[C@@H]1CNC(CC1=C(C=CC=C1Cl)Cl)=O)N1C(=O)NC(=O)C(=C1)CC (3'-O-butyryl-5'-[2-(2,6-dichlorophenyl)acetamido]-2',5'-dideoxy-5-ethyluridine). Reaction SMILES: [Cl:1][C:2]1[CH:7]=[CH:6][CH:5]=[C:4]([Cl:8])[C:3]=1[CH2:9][C:10]([NH:12][CH2:13][C@H:14]1[O:18][C@@H:17]([N:19]2[CH:26]=[C:25]([CH2:27][CH3:28])[C:23](=[O:24])[NH:22][C:20]2=[O:21])[CH2:16][C@@H:15]1[OH:29])=[O:11].[C:30](Cl)(=[O:34])[CH2:31][CH2:32][CH3:33]>CN(C)C1C=CN=CC=1.N1C=CC=CC=1>[C:30]([O:29][C@@H:15]1[C@@H:14]([CH2:13][NH:12][C:10](=[O:11])[CH2:9][C:3]2[C:2]([Cl:1])=[CH:7][CH:6]=[CH:5][C:4]=2[Cl:8])[O:18][C@@H:17]([N:19]2[CH:26]=[C:25]([CH2:27][CH3:28])[C:23](=[O:24])[NH:22][C:20]2=[O:21])[CH2:16]1)(=[O:34])[CH2:31][CH2:32][CH3:33]. Procedure: A mixture of 400 mg of 5'-[2-(2,6-dichlorophenyl)acetamido]-2',5'-dideoxy-5-ethyluridine, 0.15 ml of butyryl chloride and 1 mg of 4-dimethylaminopyridine in 50 ml of pyridine was stored at room temperature overnight and then evaporated. The residue was subjected to flash chromatography on a column of silica gel using dichloromethane/methanol (24:1) for the elution, there being obtained 175 mg of 3'-O-butyryl-5'-[2-(2,6-dichlorophenyl)acetamido]-2',5'-dideoxy-5-ethyluridine in the form of a white... Reactants: CO (methanol), CS(=O)(=O)O[C@@H]1C[C@H](N(C1)C)C(=O)N1C(NCC1)=O ((2S,4R)-4-methanesulfonyloxy-1-methyl-2-(2-oxoimidazolidin-1-yl)carbonylpyrrolidine), [BH4-].[Na+] (sodium borohydride). Solvent: O1CCCC1 (tetrahydrofuran), O1CCCC1 (tetrahydrofuran), C(C)(=O)OCC (ethyl acetate). Conditions: time 15 minute. Yields the product CS(=O)(=O)O[C@@H]1C[C@H](N(C1)C)CN1C(NCC1)=O ((2S,4R)-4-methanesulfonyloxy-1-methyl-2-(2-oxoimidazolidin-1-yl)methylpyrrolidine). The yield is 86.3%. Reaction SMILES: [BH4-].[Na+].[CH3:3][S:4]([O:7][C@H:8]1[CH2:12][N:11]([CH3:13])[C@H:10]([C:14]([N:16]2[CH2:20][CH2:19][NH:18][C:17]2=[O:21])=O)[CH2:9]1)(=[O:6])=[O:5].CO>O1CCCC1.C(OCC)(=O)C>[CH3:3][S:4]([O:7][C@H:8]1[CH2:12][N:11]([CH3:13])[C@H:10]([CH2:14][N:16]2[CH2:20][CH2:19][NH:18][C:17]2=[O:21])[CH2:9]1)(=[O:5])=[O:6] |f:0.1|. Procedure details: To a solution of sodium borohydride (0.60 g) in tetrahydrofuran (25 ml) was added dropwise boron trifluoride ether complex (5.8 ml) under ice-cooling and the mixture was stirred at the same temperature for 15 minutes. To the mixture was added a solution of (2S,4R)-4-methanesulfonyloxy-1-methyl-2-(2-oxoimidazolidin-1-yl)carbonylpyrrolidine (2.3 g) in tetrahydrofuran (15 ml) and the mixture was stirred at the same temperature for 5 hours. To the reaction mixture was added dropwise methanol (15 ml)... Reagents/catalysts: [Hg](Br)Br (HgBr2). Reaction SMILES: C([O:8][C@@H:9]1[C@@H:21]([CH2:22][O:23]CC2C=CC=CC=2)[S:20][CH:11](SCC2C=CC=CC=2)[CH2:10]1)C1C=CC=CC=1.BrBr.[CH2:33]([C:35]1[C:36](=[O:42])[NH:37][C:38](=[O:41])[NH:39][CH:40]=1)[CH3:34]>C(Cl)(Cl)(Cl)Cl.C[Si](C)(C)N[Si](C)(C)C.Cl[Si](C)(C)C.[Hg](Br)Br>[CH2:33]([C:35]1[C:36](=[O:42])[NH:37][C:38](=[O:41])[N:39]([CH:40]=1)[C@@H:11]1[S:20][C@H:21]([CH2:22][OH:23])[C@@H:9]([OH:8])[CH2:10]1)[CH3:34]. Solvent: C(Cl)(Cl)(Cl)Cl (CCl4), C(Cl)(Cl)(Cl)Cl (CCl4), C(Cl)(Cl)(Cl)Cl (CCl4), C[Si](N[Si](C)(C)C)(C)C (hexamethyldisilazane), Cl[Si](C)(C)C (chlorotrimethylsilane). Procedure details: Benzyl 3,5-di-O-benzyl-2-deoxy-1,4-dithio-D-erythro-pentofuranoside (5.6 mmol) was dissolved in CCl4 (30 ml) and bromine (6.2 mmol) in CCl4 (30 ml) was added. After stirring for 5 min. at ambient temperature the solvent was evaporated and the residue re-evaporated from CCl4 (10 ml) to remove excess bromine. To a solution of this crude 1-bromothiosugar in CCl4 (15 ml) was added bis-O-trimethylsilyl-5-ethyl uracil (16.6 mmol) [prepared by refluxing 5-ethyluracil (16.6 mmol) in a mixture of hexamet... Run at time 5 minute. The product is C(C)C=1C(NC(N([C@H]2C[C@H](O)[C@@H](CO)S2)C1)=O)=O (2'-Deoxy-5-ethyl-4'-thiouridine). Starting materials: O-trimethylsilyl-5-ethyl uracil, BrBr (bromine), C(C)C=1C(NC(NC1)=O)=O (5-ethyluracil), CdCO3, C(C1=CC=CC=C1)O[C@H]1CC(SCC2=CC=CC=C2)S[C@@H]1COCC1=CC=CC=C1 (Benzyl 3,5-di-O-benzyl-2-deoxy-1,4-dithio-D-erythro-pentofuranoside).